From a dataset of the Open Reaction Database (ORD), a public repository of structured organic reaction records. describe an organic reaction: reactants, conditions, products, and yield The reactants are C(C1=CN=CC=C1)(=O)OCC (ethyl nicotinate), C1(=CC=CC=C1)CC#N (phenylacetonitrile), CC(C)([O-])C.[K+] (potassium tert-butoxide). Solvent: O (water), C(C)(C)(C)O (tert-butyl alcohol). Run at temperature 100 celsius, time 3 hour. The product is C(#N)C(C(=O)C=1C=NC=CC1)C1=CC=CC=C1 (2-Cyano-2-phenyl-1-(3-pyridyl)ethanone). The yield is 62.0%. As a reaction SMILES: [C:1]([O:9]CC)(=O)[C:2]1[CH:7]=[CH:6][CH:5]=[N:4][CH:3]=1.[C:12]1([CH2:18][C:19]#[N:20])[CH:17]=[CH:16][CH:15]=[CH:14][CH:13]=1.CC(C)([O-])C.[K+]>C(O)(C)(C)C.O>[C:19]([CH:18]([C:12]1[CH:17]=[CH:16][CH:15]=[CH:14][CH:13]=1)[C:1]([C:2]1[CH:3]=[N:4][CH:5]=[CH:6][CH:7]=1)=[O:9])#[N:20] |f:2.3|. Reported procedure: To a solution of ethyl nicotinate (10 g) and phenylacetonitrile (5.1 g) in tert-butyl alcohol (30 mL), was added potassium tert-butoxide (6.4 g), and the mixture was stirred at 100° C. for 3 h. After cooling, the resulting mixture was dissolved in water and washed with isopropyl ether. The aqueous phase was adjusted to pH 7.0 with 2 N hydrochloric acid and extracted with ethyl acetate. The extracts were washed with water, dried, and the solvent was evaporated. The crystalline residue was recryst... The reactants are C(C)OC(=O)C1=C(NC2=CC(=CC=C12)C#N)N (2-amino-6-cyano-1H-indole-3-carboxylic acid ethyl ester), C(=O)[O-].[NH4+] (ammonium formate). Run in C(=O)N (formamide). The product is OC1=NC=NC=2NC3=CC(=CC=C3C21)C#N (4-Hydroxy-9H-pyrimido[4,5-b]indole-7-carbonitrile). Isolated yield 42.8%. RXN SMILES: C(O[C:4]([C:6]1[C:14]2[C:9](=[CH:10][C:11]([C:15]#[N:16])=[CH:12][CH:13]=2)[NH:8][C:7]=1[NH2:17])=[O:5])C.[CH:18]([O-])=O.[NH4+:21]>C(N)=O>[OH:5][C:4]1[C:6]2[C:14]3[C:9](=[CH:10][C:11]([C:15]#[N:16])=[CH:12][CH:13]=3)[NH:8][C:7]=2[N:17]=[CH:18][N:21]=1 |f:1.2|. Procedure details: A solution of 2-amino-6-cyano-1H-indole-3-carboxylic acid ethyl ester (750 mg, 3.3 mmol) and ammonium formate (193 mg, 3.3 mmol) in 4 mL formamide was heated to 175° C. overnight. The reaction mixture was allowed to cool to room temperature then poured onto water. The resulting precipitate was collected by filtration to give 297 mg of the title compound as a black solid. 1H NMR (DMSO) δ 12.7 (1H, s, br), 12.5 (1H, s, br), 8.23 (1H, d, J=4), 8.10 (1H, d, J=8.1), 7.93 (1H, s), 7.61 (1H, dd, J=8.1,...